From a dataset of the Open Reaction Database (ORD), a public repository of structured organic reaction records. describe an organic reaction: reactants, conditions, products, and yield Starting materials: FC1=C(C=CC=C1)C1(C=CC(CC1)=O)C1=C(C=CC=C1)F (4,4-bis-(2-fluorophenyl)-cyclohexenone), C(CCC)OCN(C[Si](C)(C)C)CC1=CC=CC=C1 (N-butoxymethyl-N-trimethylsilylmethylbenzylamine), C([O-])([O-])=O.[K+].[K+] (potassium carbonate). The reagents and catalysts are FC(C(=O)O)(F)F (Trifluoroacetic acid), FC(C(=O)O)(F)F (trifluoroacetic acid). Solvent: ClCCl (dichloromethane). Reaction conditions: time 16 hour. The product is C(C1=CC=CC=C1)N1CC2C(CCC(C2C1)=O)(C1=C(C=CC=C1)F)C1=C(C=CC=C1)F ((3aRS,7aRS)-2-benzyl-7,7-bis-(2-fluorophenyl)-4-perhydroisoindolone). RXN SMILES: [F:1][C:2]1[CH:7]=[CH:6][CH:5]=[CH:4][C:3]=1[C:8]1([C:15]2[CH:20]=[CH:19][CH:18]=[CH:17][C:16]=2[F:21])[CH2:13][CH2:12][C:11](=[O:14])[CH:10]=[CH:9]1.C(O[CH2:27][N:28]([CH2:34][C:35]1[CH:40]=[CH:39][CH:38]=[CH:37][CH:36]=1)[CH2:29][Si](C)(C)C)CCC.C(=O)([O-])[O-].[K+].[K+]>FC(F)(F)C(O)=O.ClCCl>[CH2:34]([N:28]1[CH2:29][CH:10]2[CH:9]([C:8]([C:15]3[CH:20]=[CH:19][CH:18]=[CH:17][C:16]=3[F:21])([C:3]3[CH:4]=[CH:5][CH:6]=[CH:7][C:2]=3[F:1])[CH2:13][CH2:12][C:11]2=[O:14])[CH2:27]1)[C:35]1[CH:40]=[CH:39][CH:38]=[CH:37][CH:36]=1 |f:2.3.4|. Reported procedure: Trifluoroacetic acid (3 drops) is added to a solution of 4,4-bis-(2-fluorophenyl)-cyclohexenone (4.3 g) and N-butoxymethyl-N-trimethylsilylmethylbenzylamine (5.8 cc) in dry dichloromethane (30 cc). The reaction mixture is brought to reflux and then stirred for 16 hours after having allowed the temperature to return to 25° C. N-Butoxymethyl-N-trimethylsilymethylbenzylamine (2.5 cc) and trifluoroacetic acid (3 drops) are added and the mixture is stirred for 3 hours under reflux. The reaction mixtu... Starting materials: 4-nitro, CC=1C=C2CNC(C2=CC1)=O (5-Methyl-2,3-dihydro-isoindol-1-one), 6-nitro, [N+](=O)(O)[O-] (nitric acid), ice water, 6-nitro. Run in S(O)(O)(=O)=O (sulfuric acid). Run at temperature 0 celsius, time 12 hour. The product is CC=1C=C2CNC(C2=CC1[N+](=O)[O-])=O (5-Methyl-6-nitro-2,3-dihydro-isoindol-1-one). RXN SMILES: [CH3:1][C:2]1[CH:3]=[C:4]2[C:8](=[CH:9][CH:10]=1)[C:7](=[O:11])[NH:6][CH2:5]2.[N+:12]([O-])([OH:14])=[O:13]>S(=O)(=O)(O)O>[CH3:1][C:2]1[CH:3]=[C:4]2[C:8](=[CH:9][C:10]=1[N+:12]([O-:14])=[O:13])[C:7](=[O:11])[NH:6][CH2:5]2. Procedure details: 5-Methyl-2,3-dihydro-isoindol-1-one (1.00 g, 6.79 mmol) was taken up in sulfuric acid and cooled to 0° C. One equivalent of nitric acid was added to the solution and the mixture was allowed to slowly warm to room temp and stir for 12 h. The reaction mixture was poured into ice water and the aqueous layer was extracted four times with ethyl acetate and the combined organic layers were washed with water, brine and dried over anhydrous magnesium sulfate. The solution was filtered and the solvent re... Starting materials: C(#N)C1N(CCC(C1)(F)F)C(=O)OC(C)(C)C (tert-butyl 2-cyano-4,4-difluoro-piperidine-1-carboxylate), C(#N)C1N(CCC(C1)(F)F)C(=O)OC(C)(C)C (tert-butyl 2-cyano-4,4-difluoropiperidine-1-carboxylate). Reagents/catalysts: [Ni] (Raney nickel). The solvent is CO (methanol), CO (MeOH). The product is NCC1N(CCC(C1)(F)F)C(=O)OC(C)(C)C (tert-butyl 2-(aminomethyl)-4,4-difluoropiperidine-1-carboxylate). RXN SMILES: [C:1]([CH:3]1[CH2:8][C:7]([F:10])([F:9])[CH2:6][CH2:5][N:4]1[C:11]([O:13][C:14]([CH3:17])([CH3:16])[CH3:15])=[O:12])#[N:2]>[Ni].CO>[NH2:2][CH2:1][CH:3]1[CH2:8][C:7]([F:10])([F:9])[CH2:6][CH2:5][N:4]1[C:11]([O:13][C:14]([CH3:17])([CH3:16])[CH3:15])=[O:12]. Procedure details: Raney nickel (0.36 mL, 5.40 mmol) was washed with MeOH (2×) and charged into a parr shaker. A solution of tert-butyl 2-cyano-4,4-difluoro-piperidine-1-carboxylate, 13h, (1.33 g, 5.40 mmol) in methanol (50 mL). The reaction mixture was subject to hydrogenation conditions overnight on the parr shaker (46 PSI). The mixture was filtered through celite and washed thoroughly with CH2Cl2. All volatiles were removed at reduced pressure and the crude material was used without further purification. The reactants are C(C)(C)(C)O[C@H](C(=O)OCC)C=1C(=C2C=CC(=NC2=CC1C)CN(C1=CC=CC=C1)C)C1=CC=C(C=C1)Cl ((S)-ethyl 2-tert-butoxy-2-(5-(4-chlorophenyl)-7-methyl-2-((methyl(phenyl)amino)methyl)quinolin-6-yl)acetate), C(C)(C)(C)O[C@H](COC(C(C)(C)C)=O)C=1C(=C2C=CC(=[N+](C2=CC1C)[O-])C)C1=CC=C(C=C1)Cl ((S)-6-(1-tert-butoxy-2-(pivaloyloxy)ethyl)-5-(4-chlorophenyl)-2,7-dimethylquinoline 1-oxide). Product: C(C(C)(C)C)(=O)OC[C@H](C=1C(=C2C=CC(=NC2=CC1C)CN(C1=CC=CC=C1)C)C1=CC=C(C=C1)Cl)OC(C)(C)C ((S)-2-tert-Butoxy-2-(5-(4-chlorophenyl)-7-methyl-2-((methyl(phenyl)amino)methyl)quinolin-6-yl)ethyl pivalate). Reaction SMILES: [C:1]([O:5][C@@H:6]([C:12]1[C:13]([C:32]2[CH:37]=[CH:36][C:35]([Cl:38])=[CH:34][CH:33]=2)=[C:14]2[C:19](=[CH:20][C:21]=1[CH3:22])[N:18]=[C:17]([CH2:23][N:24]([CH3:31])[C:25]1[CH:30]=[CH:29][CH:28]=[CH:27][CH:26]=1)[CH:16]=[CH:15]2)[C:7](OCC)=[O:8])([CH3:4])([CH3:3])[CH3:2].C(O[C@@H](C1C(C2C=CC(Cl)=CC=2)=C2C(=CC=1C)[N+]([O-])=C(C)C=C2)C[O:46][C:47](=O)[C:48]([CH3:51])([CH3:50])[CH3:49])(C)(C)C>>[C:47]([O:8][CH2:7][C@@H:6]([O:5][C:1]([CH3:4])([CH3:2])[CH3:3])[C:12]1[C:13]([C:32]2[CH:37]=[CH:36][C:35]([Cl:38])=[CH:34][CH:33]=2)=[C:14]2[C:19](=[CH:20][C:21]=1[CH3:22])[N:18]=[C:17]([CH2:23][N:24]([CH3:31])[C:25]1[CH:26]=[CH:27][CH:28]=[CH:29][CH:30]=1)[CH:16]=[CH:15]2)(=[O:46])[C:48]([CH3:51])([CH3:50])[CH3:49]. Procedure details: (S)-2-tert-Butoxy-2-(5-(4-chlorophenyl)-7-methyl-2-((methyl(phenyl)amino)methyl)quinolin-6-yl)ethyl pivalate was prepared following the procedure used to prepare compound (S)-ethyl 2-tert-butoxy-2-(5-(4-chlorophenyl)-7-methyl-2-((methyl(phenyl)amino)methyl)quinolin-6-yl)acetate of Example 14, except that (S)-6-(1-tert-butoxy-2-(pivaloyloxy)ethyl)-5-(4-chlorophenyl)-2,7-dimethylquinoline 1-oxide was used instead of (S)-6-(1-tert-butoxy-2-ethoxy-2-oxoethyl)-5-(4-chlorophenyl)-2,7-dimethylquinoline...